Task: describe an organic reaction: reactants, conditions, products, and yield. Dataset: the Open Reaction Database (ORD), a public repository of structured organic reaction records Run in CO (methanol). Reaction conditions: temperature 40 celsius, time 5 hour. As a reaction SMILES: CC1(C)[O:6][C@@H:5]2[C@@H:7]([CH2:23][N:24]([CH:50]([CH3:52])[CH3:51])[CH2:25][CH2:26][CH2:27][CH2:28][C:29]3[N:33](COCC[Si](C)(C)C)[C:32]4[CH:42]=[C:43]([C:46]([F:49])([F:48])[F:47])[CH:44]=[CH:45][C:31]=4[N:30]=3)[CH2:8][C@@H:9]([N:10]3[C:14]4[N:15]=[CH:16][N:17]=[C:18]([NH:19][CH:20]5[CH2:22][CH2:21]5)[C:13]=4[CH:12]=[CH:11]3)[C@@H:4]2[O:3]1.[ClH:54]>CO>[ClH:54].[ClH:54].[ClH:54].[CH:20]1([NH:19][C:18]2[C:13]3[CH:12]=[CH:11][N:10]([C@@H:9]4[CH2:8][C@H:7]([CH2:23][N:24]([CH:50]([CH3:51])[CH3:52])[CH2:25][CH2:26][CH2:27][CH2:28][C:29]5[NH:33][C:32]6[CH:42]=[C:43]([C:46]([F:49])([F:48])[F:47])[CH:44]=[CH:45][C:31]=6[N:30]=5)[C@@H:5]([OH:6])[C@H:4]4[OH:3])[C:14]=3[N:15]=[CH:16][N:17]=2)[CH2:21][CH2:22]1 |f:3.4.5.6|. Reactants: CC1(O[C@@H]2[C@H](O1)[C@H](C[C@H]2N2C=CC1=C2N=CN=C1NC1CC1)CN(CCCCC1=NC2=C(N1COCC[Si](C)(C)C)C=C(C=C2)C(F)(F)F)C(C)C)C (7-[(3aS,4R,6R,6aR)-2,2-dimethyl-6-{[propan-2-yl({4-[6-(trifluoromethyl)-1-{[2-(trimethylsilyl)ethoxy]methyl}-1H-1,3-benzodiazol-2-yl]butyl})amino]methyl}-hexahydrocyclopenta[d][1,3]dioxol-4-yl]-N-cyclopropyl-7H-pyrrolo[2,3-d]pyrimidin-4-amine), Cl (HCl). Reported procedure: 7-[(3aS,4R,6R,6aR)-2,2-dimethyl-6-{[propan-2-yl({4-[6-(trifluoromethyl)-1-{[2-(trimethylsilyl)ethoxy]methyl}-1H-1,3-benzodiazol-2-yl]butyl})amino]methyl}-hexahydrocyclopenta[d][1,3]dioxol-4-yl]-N-cyclopropyl-7H-pyrrolo[2,3-d]pyrimidin-4-amine (199 mg) was dissolved in methanol (2 ml), and conc. HCl solution (2 ml) was slowly added. The reaction was heated to 40° C. and stirred at this temperature for 5 h. The reaction mixture was concentrated under reduced pressure, and the residue partitioned b... The product is Cl.Cl.Cl.C1(CC1)NC=1C2=C(N=CN1)N(C=C2)[C@H]2[C@@H]([C@@H]([C@H](C2)CN(CCCCC2=NC1=C(N2)C=C(C=C1)C(F)(F)F)C(C)C)O)O ((1R,2S,3R,5R)-3-(4-(cyclopropylamino)-7H-pyrrolo[2,3-d]pyrimidin-7-yl)-5-((isopropyl(4-(6-(trifluoromethyl)-1H-benzo[d]imidazol-2-yl)butyl)amino)methyl)cyclopentane-1,2-diol trihydrochloride). Isolated yield 29.6%. The reactants are CO, [Na+], COC(=O)CCCCCCCCn1nc(-c2ccccc2)c(-c2ccccc2)cc1=O, [OH-]. The product is O=C(O)CCCCCCCCn1nc(-c2ccccc2)c(-c2ccccc2)cc1=O. Reaction SMILES: [CH3:34][OH:35].[Na+:33].[O:1]=[c:2]1[cH:3][c:4](-[c:26]2[cH:27][cH:28][cH:29][cH:30][cH:31]2)[c:5](-[c:20]2[cH:21][cH:22][cH:23][cH:24][cH:25]2)[n:6][n:7]1[CH2:8][CH2:9][CH2:10][CH2:11][CH2:12][CH2:13][CH2:14][CH2:15][C:16](=[O:17])[O:18][CH3:19].[OH-:32]>>[O:1]=[c:2]1[cH:3][c:4](-[c:26]2[cH:27][cH:28][cH:29][cH:30][cH:31]2)[c:5](-[c:20]2[cH:21][cH:22][cH:23][cH:24][cH:25]2)[n:6][n:7]1[CH2:8][CH2:9][CH2:10][CH2:11][CH2:12][CH2:13][CH2:14][CH2:15][C:16](=[O:17])[OH:18]. The reactants are C(C1=CC=CC=C1)(=O)NC(=S)NCCNC(=O)OC(C)(C)C (N-benzoyl-N′-(2-t-butyloxycarbonylaminoethyl)thiourea). The solvent is [OH-].[Na+] (sodium hydroxide). Conditions: temperature 50 celsius, time 1 hour. The product is C(C)(C)(C)OC(=O)NCCNC(=S)N (N-(2-t-Butyloxycarbonylaminoethyl)thiourea). Yield: 1046.7%. RXN SMILES: C([NH:9][C:10]([NH:12][CH2:13][CH2:14][NH:15][C:16]([O:18][C:19]([CH3:22])([CH3:21])[CH3:20])=[O:17])=[S:11])(=O)C1C=CC=CC=1>[OH-].[Na+]>[C:19]([O:18][C:16]([NH:15][CH2:14][CH2:13][NH:12][C:10]([NH2:9])=[S:11])=[O:17])([CH3:22])([CH3:20])[CH3:21] |f:1.2|. Reported procedure: N-benzoyl-N′-(2-t-butyloxycarbonylaminoethyl)thiourea (1.50 g, 0.44 mmol) was suspended in aqueous sodium hydroxide solution (22 mL, 2.0 M) and heated to 50° C. with stirring for 1 hour, which resulted in dissolution of starting material and consequent formation of precipitate. Reaction mixture was extracted with ethyl. acetate and the organic layer was dried over sodium sulfate and concentrated under reduced pressure to afford solid residue of title product (1.01 g), which was used for next ste... Run at time 8 hour. The yield is 62.9%. Yields the product C(C)(C)(C)OC(N[C@H](CO[Si](C1=CC=CC=C1)(C1=CC=CC=C1)C(C)(C)C)CCCCO)=O (tert-butyl[(2S)-1-{[tert-butyl(diphenyl)silyl]oxy}-6-hydroxyhexan-2-yl]carbamate). Reaction SMILES: C(OC(=O)N[C:8](=[O:40])[CH2:9][CH2:10][CH2:11][C@H:12]([NH:32][C:33]([O:35][C:36]([CH3:39])([CH3:38])[CH3:37])=[O:34])[CH2:13][O:14][Si:15]([C:28]([CH3:31])([CH3:30])[CH3:29])([C:22]1[CH:27]=[CH:26][CH:25]=[CH:24][CH:23]=1)[C:16]1[CH:21]=[CH:20][CH:19]=[CH:18][CH:17]=1)(C)(C)C.[BH4-].[Na+]>CC(O)C.O>[C:36]([O:35][C:33](=[O:34])[NH:32][C@@H:12]([CH2:11][CH2:10][CH2:9][CH2:8][OH:40])[CH2:13][O:14][Si:15]([C:28]([CH3:29])([CH3:30])[CH3:31])([C:22]1[CH:27]=[CH:26][CH:25]=[CH:24][CH:23]=1)[C:16]1[CH:17]=[CH:18][CH:19]=[CH:20][CH:21]=1)([CH3:39])([CH3:37])[CH3:38] |f:1.2|. Reactants: C(C)(C)(C)OC(NC(CCC[C@@H](CO[Si](C1=CC=CC=C1)(C1=CC=CC=C1)C(C)(C)C)NC(=O)OC(C)(C)C)=O)=O (tert-butyl[(5S)-5-[(tert-butoxycarbonyl)amino]-6-{[tert-butyl(diphenyl)silyl]oxy}hexanoyl]carbamate), [BH4-].[Na+] (sodium borohydride), [BH4-].[Na+] (sodium borohydride). Solvent: CC(C)O (2-propanol), O (water). Procedure details: To a stirred solution of the material from Step 3 (128 g, 219 mmol) in 2-propanol (1800 mL) and water (180 mL) at room temperature was added sodium borohydride (8.28 g, 219 mmol). The reaction mixture was stirred at room temperature overnight. Additional 2 g of sodium borohydride was added and stirred at room temperature for an additional 4 hours. The reaction mixture was concentrated to ⅓ volume and diluted with EtOAc and 1 N NaOH (100 mL). The reaction mixture was partitioned, and extracted wi... Reactants: CC#N, Cl[Cu]Cl, Cl, CC(C)(C)ON=O, Nc1ccc(OC(F)(F)F)c(CO)c1. Product: OCc1cc(Cl)ccc1OC(F)(F)F. As a reaction SMILES: [CH3:23][C:24]#[N:25].[Cl:26][Cu:27][Cl:28].[ClH:22].[N:1]([O:2][C:3]([CH3:4])([CH3:5])[CH3:6])=[O:7].[NH2:8][c:9]1[cH:10][cH:11][c:12]([O:17][C:18]([F:19])([F:20])[F:21])[c:13]([CH2:15][OH:16])[cH:14]1>>[c:9]1([Cl:22])[cH:10][cH:11][c:12]([O:17][C:18]([F:19])([F:20])[F:21])[c:13]([CH2:15][OH:16])[cH:14]1.